From a dataset of the Open Reaction Database (ORD), a public repository of structured organic reaction records. describe an organic reaction: reactants, conditions, products, and yield Reaction SMILES: [N:1]1([C:11]([O:13][CH2:14][C:15]2[CH:20]=[CH:19][CH:18]=[CH:17][CH:16]=2)=[O:12])[C:9]2[CH:8]=[CH:7][N+:6]([O-])=[CH:5][C:4]=2[CH:3]=[CH:2]1.[CH3:21][C:22]([NH2:29])([CH2:24][C:25]([CH3:28])([CH3:27])[CH3:26])[CH3:23].C1(C)C=CC(S(Cl)(=O)=O)=CC=1>C(Cl)(Cl)Cl.ClCCl>[CH3:21][C:22]([NH:29][C:5]1[C:4]2[CH:3]=[CH:2][N:1]([C:11]([O:13][CH2:14][C:15]3[CH:20]=[CH:19][CH:18]=[CH:17][CH:16]=3)=[O:12])[C:9]=2[CH:8]=[CH:7][N:6]=1)([CH2:24][C:25]([CH3:28])([CH3:27])[CH3:26])[CH3:23]. Procedure details: A solution of benzyl 1H-pyrrolo[3,2-c]pyridine-1-carboxylate 5-oxide (500 mg, 1.9 mmol, Step b) in chloroform was treated dropwise with 2,4,4-trimethylpentan-2-amine (1.57 mL, 8.5 mmol) and stirred for about 15 minutes. The mixture was cooled to 0° C. followed by the portion wise addition of p-toluenesulphonyl chloride (745 mg, 4.2 mmol). The reaction mixture was then stirred at room temperature for 1 hour, diluted with dichloromethane and washed with saturated sodium bicarbonate solution. The o... Product: CC(C)(CC(C)(C)C)NC1=NC=CC2=C1C=CN2C(=O)OCC2=CC=CC=C2 (benzyl 4-[(2,4,4-trimethylpentan-2-yl)amino]-1H-pyrrolo[3,2-c]pyridine-1-carboxylate). Yield: 54.1%. Conditions: temperature 0 celsius, time 15 minute. The solvent is ClCCl (dichloromethane), C(Cl)(Cl)Cl (chloroform). Starting materials: N1(C=CC=2C=[N+](C=CC21)[O-])C(=O)OCC2=CC=CC=C2 (benzyl 1H-pyrrolo[3,2-c]pyridine-1-carboxylate 5-oxide), CC(C)(CC(C)(C)C)N (2,4,4-trimethylpentan-2-amine), C1(=CC=C(C=C1)S(=O)(=O)Cl)C (p-toluenesulphonyl chloride). The reactants are CN(C)C=O, ClC(c1ccccc1)c1ccccn1, Cl, O=c1[nH]c2ccccc2n1CCCN1CCNCC1, [Na+], [Na+], O=C([O-])[O-]. Yields the product O=c1[nH]c2ccccc2n1CCCN1CCN(C(c2ccccc2)c2ccccn2)CC1. Reaction SMILES: [CH3:41][N:42]([CH3:43])[CH:44]=[O:45].[Cl:21][CH:22]([c:23]1[n:24][cH:25][cH:26][cH:27][cH:28]1)[c:29]1[cH:30][cH:31][cH:32][cH:33][cH:34]1.[ClH:20].[N:1]1([CH2:7][CH2:8][CH2:9][n:10]2[c:11](=[O:19])[nH:12][c:13]3[c:14]2[cH:15][cH:16][cH:17][cH:18]3)[CH2:2][CH2:3][NH:4][CH2:5][CH2:6]1.[Na+:35].[Na+:36].[O-:37][C:38](=[O:39])[O-:40]>>[N:1]1([CH2:7][CH2:8][CH2:9][n:10]2[c:11](=[O:19])[nH:12][c:13]3[c:14]2[cH:15][cH:16][cH:17][cH:18]3)[CH2:2][CH2:3][N:4]([CH:22]([c:23]2[n:24][cH:25][cH:26][cH:27][cH:28]2)[c:29]2[cH:30][cH:31][cH:32][cH:33][cH:34]2)[CH2:5][CH2:6]1. Reported procedure: 2.5 g (8.0 mmol) of tert-butyl 2-(4-bromo-2-oxopyridin-1(2H)-yl)propanoate (racemate) and 1.76 g (9.2 mmol) of 2,5-dichlorophenylboronic acid in the presence of tetrakis(triphenylphosphine)palladium(0) were reacted according to General Method 2A. Yield: 2.3 g (77% of theory) Starting materials: BrC1=CC(N(C=C1)C(C(=O)OC(C)(C)C)C)=O (tert-butyl 2-(4-bromo-2-oxopyridin-1(2H)-yl)propanoate), ClC1=C(C=C(C=C1)Cl)B(O)O (2,5-dichlorophenylboronic acid). Yields the product ClC1=C(C=C(C=C1)Cl)C1=CC(N(C=C1)C(C(=O)OC(C)(C)C)C)=O (tert-Butyl 2-[4-(2,5-dichlorophenyl)-2-oxopyridin-1(2H)-yl]propanoate). The reagents and catalysts are C=1C=CC(=CC1)[P](C=2C=CC=CC2)(C=3C=CC=CC3)[Pd]([P](C=4C=CC=CC4)(C=5C=CC=CC5)C=6C=CC=CC6)([P](C=7C=CC=CC7)(C=8C=CC=CC8)C=9C=CC=CC9)[P](C=1C=CC=CC1)(C=1C=CC=CC1)C=1C=CC=CC1 (tetrakis(triphenylphosphine)palladium(0)). RXN SMILES: Br[C:2]1[CH:7]=[CH:6][N:5]([CH:8]([CH3:16])[C:9]([O:11][C:12]([CH3:15])([CH3:14])[CH3:13])=[O:10])[C:4](=[O:17])[CH:3]=1.[Cl:18][C:19]1[CH:24]=[CH:23][C:22]([Cl:25])=[CH:21][C:20]=1B(O)O>C1C=CC([P]([Pd]([P](C2C=CC=CC=2)(C2C=CC=CC=2)C2C=CC=CC=2)([P](C2C=CC=CC=2)(C2C=CC=CC=2)C2C=CC=CC=2)[P](C2C=CC=CC=2)(C2C=CC=CC=2)C2C=CC=CC=2)(C2C=CC=CC=2)C2C=CC=CC=2)=CC=1>[Cl:18][C:19]1[CH:24]=[CH:23][C:22]([Cl:25])=[CH:21][C:20]=1[C:2]1[CH:7]=[CH:6][N:5]([CH:8]([CH3:16])[C:9]([O:11][C:12]([CH3:15])([CH3:14])[CH3:13])=[O:10])[C:4](=[O:17])[CH:3]=1 |^1:32,34,53,72|. The reactants are C=CCOC(=O)OCc1ccccc1C(=O)OC(Cn1cncn1)(c1ccc(F)cc1F)C(C)SC1COC(C=CC=Cc2ccc(C#N)cc2F)OC1, CCCC[SnH](CCCC)CCCC. Product: CC(SC1COC(C=CC=Cc2ccc(C#N)cc2F)OC1)C(Cn1cncn1)(OC(=O)c1ccccc1CO)c1ccc(F)cc1F. As a reaction SMILES: [CH2:1]([O:2][C:3](=[O:4])[O:7][CH2:8][c:9]1[c:10]([C:11](=[O:12])[O:13][C:14]([CH:15]([CH3:16])[S:17][CH:18]2[CH2:19][O:20][CH:21]([CH:24]=[CH:25][CH:26]=[CH:27][c:28]3[c:29]([F:36])[cH:30][c:31]([C:34]#[N:35])[cH:32][cH:33]3)[O:22][CH2:23]2)([CH2:37][n:38]2[n:39][cH:40][n:41][cH:42]2)[c:43]2[c:44]([F:50])[cH:45][c:46]([F:49])[cH:47][cH:48]2)[cH:51][cH:52][cH:53][cH:54]1)[CH:5]=[CH2:6].[CH2:55]([SnH:56]([CH2:57][CH2:58][CH2:59][CH3:60])[CH2:61][CH2:62][CH2:63][CH3:64])[CH2:65][CH2:66][CH3:67]>>[OH:7][CH2:8][c:9]1[c:10]([C:11](=[O:12])[O:13][C:14]([CH:15]([CH3:16])[S:17][CH:18]2[CH2:19][O:20][CH:21]([CH:24]=[CH:25][CH:26]=[CH:27][c:28]3[c:29]([F:36])[cH:30][c:31]([C:34]#[N:35])[cH:32][cH:33]3)[O:22][CH2:23]2)([CH2:37][n:38]2[n:39][cH:40][n:41][cH:42]2)[c:43]2[c:44]([F:50])[cH:45][c:46]([F:49])[cH:47][cH:48]2)[cH:51][cH:52][cH:53][cH:54]1. The reactants are 10, CC1=C(C(=CC=C1)C)NC1CCN(CC1)C(=O)OCC (ethyl 4[(2,6-dimethylphenyl)amino]-1-piperidinecarboxylate), Br (hydrobromic acid), C(=O)=O (carbon dioxide). Yields the product 13, Br.Br.CC1=C(C(=CC=C1)C)NC1CCNCC1 (N-(2,6-dimethylphenyl)-4-piperidinamine dihydrobromide). As a reaction SMILES: [CH3:1][C:2]1[CH:7]=[CH:6][CH:5]=[C:4]([CH3:8])[C:3]=1[NH:9][CH:10]1[CH2:15][CH2:14][N:13](C(OCC)=O)[CH2:12][CH2:11]1.[BrH:21].C(=O)=O>>[BrH:21].[BrH:21].[CH3:1][C:2]1[CH:7]=[CH:6][CH:5]=[C:4]([CH3:8])[C:3]=1[NH:9][CH:10]1[CH2:15][CH2:14][NH:13][CH2:12][CH2:11]1 |f:3.4.5|. Procedure details: A mixture of 10 parts of ethyl 4[(2,6-dimethylphenyl)amino]-1-piperidinecarboxylate and 135 parts of hydrobromic acid solution 48% is stirred at a temperature between 80° and 110° C. until the evolution of gaseous carbon dioxide is ceased (about one hour). The red-coloured reaction mixture is evaporated in vacuo. The residue is taken up in 56 parts of methylbenzene and the latter is evaporated again. Then evaporation is repeated in a mixture of 24 parts of 2-propanone and 40 parts of methylbenze...